Dataset: the Open Reaction Database (ORD), a public repository of structured organic reaction records. Task: describe an organic reaction: reactants, conditions, products, and yield The reactants are ClC=1C=C(C=CC1)C1=C(C=CC(=N1)C(=O)O)OC (6-(3-chloro-phenyl)-5-methoxy-pyridine-2-carboxylic acid), CC(N)(C=1SC=CN1)C (α,α-dimethyl-2-thiazolemethanamine). The product is CC(C)(C=1SC=CN1)NC(=O)C1=NC(=C(C=C1)OC)C1=CC(=CC=C1)Cl (6-(3-Chloro-phenyl)-5-methoxy-pyridine-2-carboxylic acid (1-methyl-1-thiazol-2-yl-ethyl)-amide). RXN SMILES: [Cl:1][C:2]1[CH:3]=[C:4]([C:8]2[N:13]=[C:12]([C:14]([OH:16])=O)[CH:11]=[CH:10][C:9]=2[O:17][CH3:18])[CH:5]=[CH:6][CH:7]=1.[CH3:19][C:20]([CH3:27])([C:22]1[S:23][CH:24]=[CH:25][N:26]=1)[NH2:21]>>[CH3:19][C:20]([NH:21][C:14]([C:12]1[CH:11]=[CH:10][C:9]([O:17][CH3:18])=[C:8]([C:4]2[CH:5]=[CH:6][CH:7]=[C:2]([Cl:1])[CH:3]=2)[N:13]=1)=[O:16])([C:22]1[S:23][CH:24]=[CH:25][N:26]=1)[CH3:27]. Reported procedure: The title compound was synthesized in analogy to Example 1, using 6-(3-chloro-phenyl)-5-methoxy-pyridine-2-carboxylic acid and (Example 81 c) and α,α-dimethyl-2-thiazolemethanamine (CAN 1082393-38-1) as starting materials, MS (EI): m/e=388.0 [M+H]+. The reactants are Cl.N1CCC2(CC1)SC1=C(C(C2)=O)C=CC=C1 (3,4-dihydro-spiro[2H-1-benzothiopyran-2,4'-piperidin]-4-one.hydrochloride), C(=C)C1=NC=CC=C1 (2-vinylpyridine), C(=O)(O)[O-].[Na+] (NaHCO3), O (H2O), C(=C)C1=NC=CC=C1 (2-vinylpyridine). Reagents/catalysts: C(C)(=O)O (acetic acid). The solvent is C(C)O (ethanol). Conditions: time 24 hour. Yields the product Cl.N1=C(C=CC=C1)CCN1CCC2(CC1)SC1=C(C(C2)=O)C=CC=C1 (3,4-dihydro-1'-[2-(2-pyridyl)ethyl]spiro[2H-1-benzothiopyran-2,4'-piperidin]-4-one.hydrochloride). Isolated yield 82.7%. Reaction SMILES: [ClH:1].[NH:2]1[CH2:7][CH2:6][C:5]2([CH2:12][C:11](=[O:13])[C:10]3[CH:14]=[CH:15][CH:16]=[CH:17][C:9]=3[S:8]2)[CH2:4][CH2:3]1.[CH:18]([C:20]1[CH:25]=[CH:24][CH:23]=[CH:22][N:21]=1)=[CH2:19].C([O-])(O)=O.[Na+].O>C(O)C.C(O)(=O)C>[ClH:1].[N:21]1[CH:22]=[CH:23][CH:24]=[CH:25][C:20]=1[CH2:18][CH2:19][N:2]1[CH2:7][CH2:6][C:5]2([CH2:12][C:11](=[O:13])[C:10]3[CH:14]=[CH:15][CH:16]=[CH:17][C:9]=3[S:8]2)[CH2:4][CH2:3]1 |f:0.1,3.4,8.9|. Procedure: Under N2, a mixture of product from Step D (0.54 g, 0.002 mol), 2-vinylpyridine (0.62 g, 0.0059 mol), NaHCO3 (0.6 g, 0.0071 mol) in absolute ethanol (20 ml) was heated at reflux. After 24 hours, acetic acid (4 drops) was added and refluxing was continued. After 24 hours, H2O (20 ml), and 2-vinylpyridine (2 ml) were added. After another 72 hours at reflux, the reaction was concentrated to dryness. The residue was chromatographed on silica gel (Still column, 50 mm) and the product eluted with 5% C... Starting materials: FC=1C=C(C=CC1C=1C=NC(=CC1)C1=NO[C@@H](C1)CO)N1C(O[C@H](C1)CN1N=NC=C1)=O ((5R)-3-(3-Fluoro-4-{6-[(5S)-5-(hydroxymethyl)-4,5-dihydroisoxazol-3-yl]pyridin-3-yl}phenyl)-5-(1H-1,2,3-triazol-1-ylmethyl)-1,3-oxazolidin-2-one), C(C)OC(CCCCC(=O)O)=O (adipic acid monoethyl ester), Cl.CN(CCCN=C=NCC)C (1-[3-(dimethylamino)propyl]-3-ethylcarbodiimide hydrochloride). Reagents/catalysts: CN(C1=CC=NC=C1)C (4-dimethylaminopyridine). The solvent is CN(C)C=O (DMF), C(C)(=O)OCC (ethyl acetate). Reaction conditions: time 1 hour. Product: C(CCCCC(=O)OC[C@@H]1CC(=NO1)C1=NC=C(C=C1)C1=C(C=C(C=C1)N1C(O[C@H](C1)CN1N=NC=C1)=O)F)(=O)OCC (Ethyl [(5S)-3-(5-{2-fluoro-4-[(5R)-2-oxo-5-(1H-1,2,3-triazol-1-ylmethyl)-1,3oxazolidin-3-yl]phenyl}pyridin-2-yl)-4,5-dihydroisoxazol-5-yl]methyl hexanedioate). Isolated yield 81.1%. Reaction SMILES: [F:1][C:2]1[CH:3]=[C:4]([N:21]2[CH2:25][C@H:24]([CH2:26][N:27]3[CH:31]=[CH:30][N:29]=[N:28]3)[O:23][C:22]2=[O:32])[CH:5]=[CH:6][C:7]=1[C:8]1[CH:9]=[N:10][C:11]([C:14]2[CH2:18][C@@H:17]([CH2:19][OH:20])[O:16][N:15]=2)=[CH:12][CH:13]=1.[CH2:33]([O:35][C:36](=[O:44])[CH2:37][CH2:38][CH2:39][CH2:40][C:41](O)=[O:42])[CH3:34].Cl.CN(C)CCCN=C=NCC>CN(C)C1C=CN=CC=1.CN(C=O)C.C(OCC)(=O)C>[C:36]([O:35][CH2:33][CH3:34])(=[O:44])[CH2:37][CH2:38][CH2:39][CH2:40][C:41]([O:20][CH2:19][C@H:17]1[O:16][N:15]=[C:14]([C:11]2[CH:12]=[CH:13][C:8]([C:7]3[CH:6]=[CH:5][C:4]([N:21]4[CH2:25][C@H:24]([CH2:26][N:27]5[CH:31]=[CH:30][N:29]=[N:28]5)[O:23][C:22]4=[O:32])=[CH:3][C:2]=3[F:1])=[CH:9][N:10]=2)[CH2:18]1)=[O:42] |f:2.3|. Procedure: (5R)-3-(3-Fluoro-4-{6-[(5S)-5-(hydroxymethyl)-4,5-dihydroisoxazol-3-yl]pyridin-3-yl}phenyl)-5-(1H-1,2,3-triazol-1-ylmethyl)-1,3-oxazolidin-2-one (Example 1, 0.25 g, 0.57 mmol), adipic acid monoethyl ester (0.25 g, 1.44 mmol), 4-dimethylaminopyridine (0.02 g, 0.16 mmol), and 1-[3-(dimethylamino)propyl]-3-ethylcarbodiimide hydrochloride were combined in DMF (4 ml). The suspension was allowed to stir for one hour at room temperature resulting in a clear solution. The mixture was then diluted with e... Reactants: C(C)N1C(C2(CC(C1=O)C2)C2=CC=C(C=C2)[N+](=O)[O-])=O (3-ethyl-1-(4-nitrophenyl)-3-azabicyclo[3.1.1-]heptane-2,4-dione), ethyl acetate petroleum ether. Reagents/catalysts: [Pd] (palladium-on-carbon). Solvent: CO (methanol). The product is NC1=CC=C(C=C1)C12C(N(C(C(C1)C2)=O)CC)=O (1-(4-aminophenyl)-3-ethyl-3-azabicyclo[3.1.1]heptane-2,4-dione). As a reaction SMILES: [CH2:1]([N:3]1[C:8](=[O:9])[CH:7]2[CH2:10][C:5]([C:11]3[CH:16]=[CH:15][C:14]([N+:17]([O-])=O)=[CH:13][CH:12]=3)([CH2:6]2)[C:4]1=[O:20])[CH3:2]>CO.[Pd]>[NH2:17][C:14]1[CH:13]=[CH:12][C:11]([C:5]23[CH2:6][CH:7]([CH2:10]2)[C:8](=[O:9])[N:3]([CH2:1][CH3:2])[C:4]3=[O:20])=[CH:16][CH:15]=1. Procedure: In a manner analogous to that described in Example 1a, 2.33 g of 3-ethyl-1-(4-nitrophenyl)-3-azabicyclo[3.1.1-]heptane-2,4-dione in 70 ml of methanol are hydrogenated in the presence of 0.15 g of palladium-on-carbon and worked up. Melting point 159°-162° (from ethyl acetate/petroleum ether).